Task: describe an organic reaction: reactants, conditions, products, and yield. Dataset: the Open Reaction Database (ORD), a public repository of structured organic reaction records Reactants: C1C(CC2=CC=CC=C12)C(=O)O (indan-2-carboxylic acid), ClC1=CC=C(C=C1)N1CCNCC1 (1-(4-chloro-phenyl)-piperazine), COC(=O)C1CC2=CC=CC(=C2C1)S(=O)(=O)Cl (4-chlorosulfonyl-indan-2-carboxylic acid methyl ester). The product is ClC1=CC=C(C=C1)N1CCN(CC1)S(=O)(=O)C1=C2CC(CC2=CC=C1)C(=O)O (4-[4-(4-chloro-phenyl)-piperazine-1-sulfonyl]-indan-2-carboxylic acid). RXN SMILES: C1C2C(=CC=CC=2)CC1C(O)=O.[Cl:13][C:14]1[CH:19]=[CH:18][C:17]([N:20]2[CH2:25][CH2:24][NH:23][CH2:22][CH2:21]2)=[CH:16][CH:15]=1.C[O:27][C:28]([CH:30]1[CH2:38][C:37]2[C:32](=[CH:33][CH:34]=[CH:35][C:36]=2[S:39](Cl)(=[O:41])=[O:40])[CH2:31]1)=[O:29]>>[Cl:13][C:14]1[CH:15]=[CH:16][C:17]([N:20]2[CH2:25][CH2:24][N:23]([S:39]([C:36]3[CH:35]=[CH:34][CH:33]=[C:32]4[C:37]=3[CH2:38][CH:30]([C:28]([OH:29])=[O:27])[CH2:31]4)(=[O:41])=[O:40])[CH2:22][CH2:21]2)=[CH:18][CH:19]=1. Reported procedure: 4-|4-(4-Chloro-phenyl)-piperazine-1-sulfonyl|-indan-2-carboxylic acid. The compound 4-[4-(4-chloro-phenyl)-piperazine-1-sulfonyl]-indan-2-carboxylic acid was prepared from 1-(4-chloro-phenyl)-piperazine and 4-chlorosulfonyl-indan-2-carboxylic acid methyl ester following the procedure outlined in Example 79. 1H NMR (400 MHz, DMSO-d6): δ 7.58 (d, 1H), 7.56 (d, 1H), 7.43 (t, 1H), 7.23 (d, 2H), 6.92 (d, 2H), 3.50-3.41 (m, 2H), 3.40-3.29 (m, 1H), 3.28-3.13 (m, 6H), 3.12-3.04 (m, 4H); MS (ESI): 420.9 ...